The task is: describe an organic reaction: reactants, conditions, products, and yield. This data is from the Open Reaction Database (ORD), a public repository of structured organic reaction records. Reactants: Compounds 26a(i), Compound 27a, CC(C)(OC(=O)NC(C(CN(CC(C(CC1=CC=CC=C1)NC(OC(C)(C)C)=O)O)CC1=CC=CC=C1)O)CC1=CC=CC=C1)C ([3-[[3-[[(1,1-Dimethylethoxy)carbonyl]amino]-2-hydroxy-4-phenylbutyl](phenylmethyl)amino]-2-hydroxy-1-(phenylmethyl)propyl]carbamic acid, 1,1-dimethylethyl ester), CO (MeOH). Solvent: CN(C)C=O (DMF). Yields the product CC(C)(C)OC(NC(C(CNCC(C(CC1=CC=CC=C1)NC(=O)OC(C)(C)C)O)O)CC1=CC=CC=C1)=O ([3-[[3-[[(1,1-Dimethylethoxy)carbonyl]amino]-2-hydroxy-4-phenylbutyl]amino]-2-hydroxy-1-(phenylmethyl)propyl]-carbamic acid 1,1,dimethylethyl ester). RXN SMILES: [CH3:1][C:2]([CH3:46])([O:4][C:5]([NH:7][CH:8]([CH2:39][C:40]1[CH:45]=[CH:44][CH:43]=[CH:42][CH:41]=1)[CH:9]([OH:38])[CH2:10][N:11](CC1C=CC=CC=1)[CH2:12][CH:13]([OH:30])[CH:14]([NH:22][C:23](=[O:29])[O:24][C:25]([CH3:28])([CH3:27])[CH3:26])[CH2:15][C:16]1[CH:21]=[CH:20][CH:19]=[CH:18][CH:17]=1)=[O:6])[CH3:3].CO>CN(C=O)C>[CH3:28][C:25]([O:24][C:23](=[O:29])[NH:22][CH:14]([CH2:15][C:16]1[CH:17]=[CH:18][CH:19]=[CH:20][CH:21]=1)[CH:13]([OH:30])[CH2:12][NH:11][CH2:10][CH:9]([OH:38])[CH:8]([NH:7][C:5]([O:4][C:2]([CH3:1])([CH3:3])[CH3:46])=[O:6])[CH2:39][C:40]1[CH:41]=[CH:42][CH:43]=[CH:44][CH:45]=1)([CH3:26])[CH3:27]. Procedure: A mixture of Compounds 26a(i) and 26a(ii) were reacted with Compound 27a by a procedure analogous to that used for the preparation of Compound 4b (except that MeOH at 55° was used in place of DMF) to give the title Compound 27b as a mixture of diastereomers. m.p. 156°-159° C.; MS: (CI/NH3): 544 (M+H). Anal. Calc. for C30H45N3O6 ·0.16 H2O Starting materials: ClCCl, Cc1ccc(C(=O)NC(C)C)cc1-c1nc(S(C)=O)nc2c1CNC(=O)N2c1c(F)cccc1F, C1CCCNCC1. Product: Cc1ccc(C(=O)NC(C)C)cc1-c1nc(N2CCCCCC2)nc2c1CNC(=O)N2c1c(F)cccc1F. As a reaction SMILES: [Cl:43][CH2:44][Cl:45].[F:1][c:2]1[c:3]([N:9]2[C:10](=[O:35])[NH:11][CH2:12][c:13]3[c:14]2[n:15][c:16]([S:32]([CH3:33])=[O:34])[n:17][c:18]3-[c:19]2[cH:20][c:21]([C:22](=[O:23])[NH:24][CH:25]([CH3:26])[CH3:27])[cH:28][cH:29][c:30]2[CH3:31])[c:4]([F:8])[cH:5][cH:6][cH:7]1.[NH:36]1[CH2:37][CH2:38][CH2:39][CH2:40][CH2:41][CH2:42]1>>[F:1][c:2]1[c:3]([N:9]2[C:10](=[O:35])[NH:11][CH2:12][c:13]3[c:14]2[n:15][c:16]([N:36]2[CH2:37][CH2:38][CH2:39][CH2:40][CH2:41][CH2:42]2)[n:17][c:18]3-[c:19]2[cH:20][c:21]([C:22](=[O:23])[NH:24][CH:25]([CH3:26])[CH3:27])[cH:28][cH:29][c:30]2[CH3:31])[c:4]([F:8])[cH:5][cH:6][cH:7]1. Reactants: BrC=1C(=C(SC1)C=O)C(=O)O (4-Bromo-2-formyl-thiophene-3-carboxylic acid), C(=O)([O-])[O-].[K+].[K+] (K2CO3), ICC (iodoethane). The solvent is CN(C)C=O (DMF). Conditions: temperature 50 celsius, time 3 hour. Yields the product C(C)OC(=O)C1=C(SC=C1Br)C=O (4-Bromo-2-formyl-thiophene-3-carboxylic acid ethyl ester). The yield is 63.5%. RXN SMILES: [Br:1][C:2]1[C:3]([C:9]([OH:11])=[O:10])=[C:4]([CH:7]=[O:8])[S:5][CH:6]=1.C([O-])([O-])=O.[K+].[K+].I[CH2:19][CH3:20]>CN(C=O)C>[CH2:19]([O:10][C:9]([C:3]1[C:2]([Br:1])=[CH:6][S:5][C:4]=1[CH:7]=[O:8])=[O:11])[CH3:20] |f:1.2.3|. Reported procedure: 4-Bromo-2-formyl-thiophene-3-carboxylic acid (0.16 g, 0.68 mmol), K2CO3 (0.188 g, 1.36 mmol), and 4 mL of anhydrous DMF were stirred at room temperature for 10 min, then iodoethane was added (0.128 g, 0.8 mmol) dropwise. The reaction solution was stirred at 50° C. for 3 h. The reaction mixture was cooled, extracted with EA (3×50 mL), concentrated and the residue was purified by TLC (PE/EA=8/1) to give 0.4 g of the title compound (yield: 63.5%). Starting materials: CC1=NN(C=C1C=1C=C2C(=CC=NC2=CC1)N1CCN(CC1)C1=CC(=CC=C1)C(F)(F)F)C(C1=CC=CC=C1)(C1=CC=CC=C1)C1=CC=CC=C1 (6-(3-methyl-1-trityl-1H-4-pyrazolyl)-4-[4-(3-trifluoromethylphenyl)piperazin-1-yl]quinoline), Cl (hydrochloric acid). Product: Cl.Cl.CC1=NNC=C1C=1C=C2C(=CC=NC2=CC1)N1CCN(CC1)C1=CC(=CC=C1)C(F)(F)F (6-(3-Methyl-1H-4-pyrazolyl)-4-[4-(3-trifluoromethylphenyl)-piperazin-1-yl]quinoline dihydrochloride). RXN SMILES: [CH3:1][C:2]1[C:6]([C:7]2[CH:8]=[C:9]3[C:14](=[CH:15][CH:16]=2)[N:13]=[CH:12][CH:11]=[C:10]3[N:17]2[CH2:22][CH2:21][N:20]([C:23]3[CH:28]=[CH:27][CH:26]=[C:25]([C:29]([F:32])([F:31])[F:30])[CH:24]=3)[CH2:19][CH2:18]2)=[CH:5][N:4](C(C2C=CC=CC=2)(C2C=CC=CC=2)C2C=CC=CC=2)[N:3]=1.[ClH:52]>>[ClH:52].[ClH:52].[CH3:1][C:2]1[C:6]([C:7]2[CH:8]=[C:9]3[C:14](=[CH:15][CH:16]=2)[N:13]=[CH:12][CH:11]=[C:10]3[N:17]2[CH2:18][CH2:19][N:20]([C:23]3[CH:28]=[CH:27][CH:26]=[C:25]([C:29]([F:32])([F:30])[F:31])[CH:24]=3)[CH2:21][CH2:22]2)=[CH:5][NH:4][N:3]=1 |f:2.3.4|. Procedure details: 115 mg 6-(3-methyl-1-trityl-1H-4-pyrazolyl)-4-[4-(3-trifluoromethylphenyl)piperazin-1-yl]quinoline obtained in Example 176 and 1.3 mL of 5 N hydrochloric acid were reacted in the same manner as in Example 163, to give 68 mg of the title compound as yellowish orange crystals. Reactants: COC(=O)C(CC1CCCC1)n1ncc(I)cc1=O, [Na+], C1CCOC1, [OH-]. The product is O=C(O)C(CC1CCCC1)n1ncc(I)cc1=O. Reaction SMILES: [CH3:1][O:2][C:3]([CH:4]([CH2:5][CH:6]1[CH2:7][CH2:8][CH2:9][CH2:10]1)[n:11]1[n:12][cH:13][c:14]([I:18])[cH:15][c:16]1=[O:17])=[O:19].[Na+:21].[O:22]1[CH2:23][CH2:24][CH2:25][CH2:26]1.[OH-:20]>>[O:2]=[C:3]([CH:4]([CH2:5][CH:6]1[CH2:7][CH2:8][CH2:9][CH2:10]1)[n:11]1[n:12][cH:13][c:14]([I:18])[cH:15][c:16]1=[O:17])[OH:19]. Reactants: compound B, B(O)(O)C1=C(C=CC=C1)S(=O)(=O)N(COCCOC)C1=C(C(=NO1)C)C (2-Borono-N-(3,4-dimethyl-5-isoxazolyl)-N-[(2-methoxyethoxy)methyl]benzenesulfonamide), C1(=CC=CC=C1)C (toluene), C([O-])([O-])=O.[Na+].[Na+] (sodium carbonate). Reagents/catalysts: [Pd].C1(=CC=CC=C1)P(C1=CC=CC=C1)C1=CC=CC=C1.C1(=CC=CC=C1)P(C1=CC=CC=C1)C1=CC=CC=C1.C1(=CC=CC=C1)P(C1=CC=CC=C1)C1=CC=CC=C1.C1(=CC=CC=C1)P(C1=CC=CC=C1)C1=CC=CC=C1 (tetrakis(triphenylphosphine) palladium(0)). The solvent is C(C)O (ethanol), C(C)(=O)OCC (ethyl acetate). Run at temperature 85 celsius, time 3 hour. Product: CC1=NOC(=C1C)N(S(=O)(=O)C=1C(=CC=CC1)C1=CC=C(C=C1)C1=NC(=CC=C1)OC)COCCOC (N-(3,4-Dimethyl-5-isoxazolyl)-N-[(2-methoxyethoxy)methyl]-4'-(6-methoxy-2-pyridinyl)[1,1'-biphenyl]-2-sulfonamide). Reaction SMILES: B([C:4]1[CH:9]=[CH:8][CH:7]=[CH:6][C:5]=1[S:10]([N:13]([C:20]1[O:24][N:23]=[C:22]([CH3:25])[C:21]=1[CH3:26])[CH2:14][O:15][CH2:16][CH2:17][O:18][CH3:19])(=[O:12])=[O:11])(O)O.[C:27](=[O:30])([O-])[O-].[Na+].[Na+].[C:33]1([CH3:39])[CH:38]=[CH:37][CH:36]=[CH:35][CH:34]=1>C(O)C.C(OCC)(=O)C.[Pd].C1(P(C2C=CC=CC=2)C2C=CC=CC=2)C=CC=CC=1.C1(P(C2C=CC=CC=2)C2C=CC=CC=2)C=CC=CC=1.C1(P(C2C=CC=CC=2)C2C=CC=CC=2)C=CC=CC=1.C1(P(C2C=CC=CC=2)C2C=CC=CC=2)C=CC=CC=1>[CH3:25][C:22]1[C:21]([CH3:26])=[C:20]([N:13]([CH2:14][O:15][CH2:16][CH2:17][O:18][CH3:19])[S:10]([C:5]2[C:4]([C:36]3[CH:37]=[CH:38][C:33]([C:39]4[CH:25]=[CH:22][CH:21]=[C:20]([O:30][CH3:27])[N:13]=4)=[CH:34][CH:35]=3)=[CH:9][CH:8]=[CH:7][CH:6]=2)(=[O:12])=[O:11])[O:24][N:23]=1 |f:1.2.3,7.8.9.10.11|. Procedure: To 230 mg (0.87 mmol) of compound B, and 280 mg (0.73 mmol) of 2-Borono-N-(3,4-dimethyl-5-isoxazolyl)-N-[(2-methoxyethoxy)methyl]benzenesulfonamide in a mixture of 5.5 mL of degassed toluene and 3.7 mL of degassed ethanol, was added 84 mg (0.072 mmol) of tetrakis(triphenylphosphine) palladium(0) and 3.2 mL of degassed 2N aqueous sodium carbonate. The mixture was stirred at 85° C. for 3 hours. The reaction mixture was cooled to room temperature, diluted with ethyl acetate, washed with water and t...